Dataset: the Open Reaction Database (ORD), a public repository of structured organic reaction records. Task: describe an organic reaction: reactants, conditions, products, and yield Reactants: O=C=NS(=O)(=O)Oc1ccccc1OCCCl, ClCCl, COc1cc(OC)nc(N)n1. Product: COc1cc(OC)nc(NC(=O)NS(=O)(=O)Oc2ccccc2OCCCl)n1. As a reaction SMILES: [Cl:1][CH2:2][CH2:3][O:4][c:5]1[c:6]([O:7][S:8](=[O:9])(=[O:10])[N:11]=[C:12]=[O:13])[cH:14][cH:15][cH:16][cH:17]1.[Cl:29][CH2:30][Cl:31].[NH2:18][c:19]1[n:20][c:21]([O:27][CH3:28])[cH:22][c:23]([O:25][CH3:26])[n:24]1>>[Cl:1][CH2:2][CH2:3][O:4][c:5]1[c:6]([O:7][S:8](=[O:9])(=[O:10])[NH:11][C:12](=[O:13])[NH:18][c:19]2[n:20][c:21]([O:27][CH3:28])[cH:22][c:23]([O:25][CH3:26])[n:24]2)[cH:14][cH:15][cH:16][cH:17]1. RXN SMILES: [CH3:1][c:2]1[c:3]2[cH:4][n:5][n:6]([CH:25]3[CH2:26][CH2:27][CH2:28][CH2:29][O:30]3)[c:7]2[cH:8][cH:9][c:10]1[O:11][CH:12]1[CH2:13][CH:14]([NH:18][c:19]2[cH:20][cH:21][cH:22][cH:23][cH:24]2)[CH2:15][CH2:16][CH2:17]1.[CH:31]([OH:32])([CH3:33])[CH3:34]>>[CH3:1][c:2]1[c:3]2[cH:4][n:5][nH:6][c:7]2[cH:8][cH:9][c:10]1[O:11][CH:12]1[CH2:13][CH:14]([NH:18][c:19]2[cH:20][cH:21][cH:22][cH:23][cH:24]2)[CH2:15][CH2:16][CH2:17]1. Starting materials: Cc1c(OC2CCCC(Nc3ccccc3)C2)ccc2c1cnn2C1CCCCO1, CC(C)O. Product: Cc1c(OC2CCCC(Nc3ccccc3)C2)ccc2[nH]ncc12.